From a dataset of the Open Reaction Database (ORD), a public repository of structured organic reaction records. describe an organic reaction: reactants, conditions, products, and yield Starting materials: O=[N+]([O-])c1cccc(CBr)c1, O=C([O-])[O-], O=C([O-])[O-], CN(C)C=O, [Cs+], [Cs+], [K+], [K+], O, CCCc1c(O)ccc(C(C)=O)c1O. Product: CCCc1c(OCc2cccc([N+](=O)[O-])c2)ccc(C(C)=O)c1O. RXN SMILES: [Br:1][CH2:2][c:3]1[cH:4][c:5]([N+:9](=[O:10])[O-:11])[cH:6][cH:7][cH:8]1.[C:26](=[O:27])([O-:28])[O-:29].[C:32](=[O:33])([O-:34])[O-:35].[CH3:38][N:39]([CH3:40])[CH:41]=[O:42].[Cs+:36].[Cs+:37].[K+:30].[K+:31].[OH2:43].[OH:12][c:13]1[c:14]([C:23]([CH3:24])=[O:25])[cH:15][cH:16][c:17]([OH:22])[c:18]1[CH2:19][CH2:20][CH3:21]>>[CH2:2]([c:3]1[cH:4][c:5]([N+:9](=[O:10])[O-:11])[cH:6][cH:7][cH:8]1)[O:22][c:17]1[cH:16][cH:15][c:14]([C:23]([CH3:24])=[O:25])[c:13]([OH:12])[c:18]1[CH2:19][CH2:20][CH3:21]. Reactants: C(C)(C)(C)[SiH2]OC(C1=CC(=C(C=C1)C1=C(C=CC(=C1)OC)F)C1(CC=CC1)O)(C)C (1-[4-(tert-Butyl-dimethyl-silanyloxymethyl)-2′-fluoro-5′-methoxy-biphenyl-2-yl]-cyclopent-3-enol). Reagents/catalysts: O=[Pt]=O (PtO2). The solvent is CCOC(=O)C (EtOAc). Conditions: time 0.5 hour. The product is C(C)(C)(C)[SiH2]OC(C1=CC(=C(C=C1)C1=C(C=CC(=C1)OC)F)C1(CCCC1)O)(C)C (1-[4-(tert-Butyl-dimethyl-silanyloxymethyl)-2′-fluoro-5′-methoxy-biphenyl-2-yl]-cyclopentanol). RXN SMILES: [C:1]([SiH2:5][O:6][C:7]([CH3:30])([CH3:29])[C:8]1[CH:13]=[CH:12][C:11]([C:14]2[CH:19]=[C:18]([O:20][CH3:21])[CH:17]=[CH:16][C:15]=2[F:22])=[C:10]([C:23]2([OH:28])[CH2:27][CH:26]=[CH:25][CH2:24]2)[CH:9]=1)([CH3:4])([CH3:3])[CH3:2]>CCOC(C)=O.O=[Pt]=O>[C:1]([SiH2:5][O:6][C:7]([CH3:30])([CH3:29])[C:8]1[CH:13]=[CH:12][C:11]([C:14]2[CH:19]=[C:18]([O:20][CH3:21])[CH:17]=[CH:16][C:15]=2[F:22])=[C:10]([C:23]2([OH:28])[CH2:27][CH2:26][CH2:25][CH2:24]2)[CH:9]=1)([CH3:4])([CH3:2])[CH3:3]. Procedure details: To a solution of 20.3 (100 mg, 212 μmol) in 2 mL of EtOAc, was added 10% PtO2/C (50 mg). The resulting mixture was stirred under a hydrogen atmosphere for 0.5 hours and then filtered. The filtrate was concentrated to give an oil which was used in the next step.